Dataset: the Open Reaction Database (ORD), a public repository of structured organic reaction records. Task: describe an organic reaction: reactants, conditions, products, and yield The reactants are C(C)(=O)OCC.ClCCl (ethyl acetate dichloromethane), COC1=C(C(=O)OC)C=C(C=C1)N (methyl 2-methoxy-5-aminobenzoate), C([O-])(O)=O.[Na+] (sodium bicarbonate), C(=O)NNC=O (diformyl hydrazine), O=P12OP3(=O)OP(=O)(O1)OP(=O)(O2)O3 (phosphorous pentoxide). The solvent is CO.ClCCl (methanol dichloromethane). Run at temperature 160 celsius, time 1.5 hour. Yields the product COC1=C(C(=O)OC)C=C(C=C1)C1N=NN=C1 (methyl 2-methoxy-5-(4H-triazol-4-yl)benzoate). Reaction SMILES: CO[C:3]1[CH:12]=[CH:11][C:10]([NH2:13])=C[C:4]=1[C:5]([O:7][CH3:8])=O.C([NH:16][NH:17]C=O)=O.O=P12OP3(OP(OP(O3)(O1)=O)(=O)O2)=O.[C:34](=O)(O)[O-].[Na+].[C:39]([O:42][CH2:43]C)(=[O:41])[CH3:40].ClCCl>CO.ClCCl>[CH3:8][O:7][C:5]1[CH:4]=[CH:3][C:12]([CH:11]2[CH:10]=[N:13][N:17]=[N:16]2)=[CH:34][C:40]=1[C:39]([O:42][CH3:43])=[O:41] |f:3.4,5.6,7.8|. Procedure details: Alternately, according to the method of J. Med. Chem., 21, 1100 (1978), combine methyl 2-methoxy-5-aminobenzoate (1.8 g, 10 mmol), diformyl hydrazine (0.97 g, 11 mmol), and phosphorous pentoxide (1.84 g, 13 mmol). Heat to 160° C. After 1.5 hours, cool the reaction mixture and add a saturated aqueous solution of sodium bicarbonate. Extract three times with dichloromethane. Dry the combined organic layers over MgSO4, filter, and evaporate invacuo to give a residue. Chromatograph the residue on sil... Reaction SMILES: [CH2:1]([c:2]1[cH:3][cH:4][cH:5][cH:6][cH:7]1)[O:8][CH2:9][c:10]1[nH:11][c:12](-[c:20]2[cH:21][c:22]([O:28][CH:29]3[CH2:30][CH2:31][CH2:32][CH2:33]3)[c:23]([O:26][CH3:27])[cH:24][cH:25]2)[cH:13][c:14]1[C:15](=[O:16])[O:17][CH2:18][CH3:19].[CH3:36][CH2:37][OH:38].[H:34][H:35]>>[OH:8][CH2:9][c:10]1[nH:11][c:12](-[c:20]2[cH:21][c:22]([O:28][CH:29]3[CH2:30][CH2:31][CH2:32][CH2:33]3)[c:23]([O:26][CH3:27])[cH:24][cH:25]2)[cH:13][c:14]1[C:15](=[O:16])[O:17][CH2:18][CH3:19]. Reactants: CCOC(=O)c1cc(-c2ccc(OC)c(OC3CCCC3)c2)[nH]c1COCc1ccccc1, CCO, [H][H]. Product: CCOC(=O)c1cc(-c2ccc(OC)c(OC3CCCC3)c2)[nH]c1CO. Reactants: BrC1=CC=C(C(=O)[C@@H]2[C@@H](C2)C(=O)O)C=C1 (cis-2-(4-bromobenzoyl)cyclopropanecarboxylic acid), COC(C)(C)OC (2,2-dimethoxypropane), Cl (HCl). The solvent is CO (MeOH). Reaction conditions: temperature 40 celsius, time 3 day. The product is BrC1=CC=C(C(=O)[C@@H]2[C@@H](C2)C(=O)OC)C=C1 (methyl cis-2-(4-bromobenzoyl)-cyclopropanecarboxylate). Isolated yield 99.7%. RXN SMILES: [Br:1][C:2]1[CH:15]=[CH:14][C:5]([C:6]([C@H:8]2[CH2:10][C@H:9]2[C:11]([OH:13])=[O:12])=[O:7])=[CH:4][CH:3]=1.[CH3:16]OC(OC)(C)C.Cl>CO>[Br:1][C:2]1[CH:3]=[CH:4][C:5]([C:6]([C@H:8]2[CH2:10][C@H:9]2[C:11]([O:13][CH3:16])=[O:12])=[O:7])=[CH:14][CH:15]=1. Procedure: To a solution of cis-2-(4-bromobenzoyl)cyclopropanecarboxylic acid (10.6 g, 36.63 mmol) in MeOH (250 mL) was added 2,2-dimethoxypropane (9.54 g, 91.59 mmol) and HCl (4.0 M in dioxane, 3.50 mL). The resulting solution was stirred at 40° C. for 3 days, and then evaporated to dryness. The resulting residue was purified by flash chromatography (Biotage Flash 40M) using 15 to 25% ethyl acetate in hexanes to afford methyl cis-2-(4-bromobenzoyl)-cyclopropanecarboxylate (10.34 g, 99%). 1H NMR (400 MHz, ...